From a dataset of the Open Reaction Database (ORD), a public repository of structured organic reaction records. describe an organic reaction: reactants, conditions, products, and yield Reactants: COC([C@H](CC1=CC(=C(C=C1)Cl)Cl)NC(C1=C(C=C(C=C1)Br)NS(=O)(=O)C1=CC=CC=2C1=NSN2)=O)=O ((S)-2-[2-(Benzo[1,2,5]thiadiazole-4-sulfonylamino)-4-bromo-benzoylamino]-3-(3,4-dichloro-phenyl)-propionic acid methyl ester), N1=C2C(=NS1)C(=CC=C2)S(=O)(=O)NC2=C(C(=O)O)C=CC(=C2)Br (2-(benzo[1,2,5]thiadiazole-4-sulfonylamino)-4-bromobenzoic acid), Cl.COC([C@@H](N)CC1=CC(=C(C=C1)Cl)Cl)=O ((S)-3,4-dichlorophenylalanine methyl ester hydrochloride). The product is N1=C2C(=NS1)C(=CC=C2)S(=O)(=O)NC2=C(C(=O)N[C@H](C(=O)O)CC1=CC(=C(C=C1)Cl)Cl)C=CC(=C2)Br ((S)-2-[2-(Benzo[1,2,5]thiadiazole-4-sulfonylamino)-4-bromo-benzoylamino]-3-(3,4-dichloro-phenyl)-propionic acid). Isolated yield 95.0%. Reaction SMILES: C[O:2][C:3](=[O:37])[C@@H:4]([NH:14][C:15](=[O:36])[C:16]1[CH:21]=[CH:20][C:19]([Br:22])=[CH:18][C:17]=1[NH:23][S:24]([C:27]1[C:32]2=[N:33][S:34][N:35]=[C:31]2[CH:30]=[CH:29][CH:28]=1)(=[O:26])=[O:25])[CH2:5][C:6]1[CH:11]=[CH:10][C:9]([Cl:12])=[C:8]([Cl:13])[CH:7]=1.N1SN=C2C(S(NC3C=C(Br)C=CC=3C(O)=O)(=O)=O)=CC=CC=12.Cl.COC(=O)[C@H](CC1C=CC(Cl)=C(Cl)C=1)N>>[N:35]1[S:34][N:33]=[C:32]2[C:27]([S:24]([NH:23][C:17]3[CH:18]=[C:19]([Br:22])[CH:20]=[CH:21][C:16]=3[C:15]([NH:14][C@@H:4]([CH2:5][C:6]3[CH:11]=[CH:10][C:9]([Cl:12])=[C:8]([Cl:13])[CH:7]=3)[C:3]([OH:37])=[O:2])=[O:36])(=[O:25])=[O:26])=[CH:28][CH:29]=[CH:30][C:31]=12 |f:2.3|. Procedure details: (S)-2-[2-(Benzo[1,2,5]thiadiazole-4-sulfonylamino)-4-bromo-benzoylamino]-3-(3,4-dichloro-phenyl)-propionic acid methyl ester. The title compound (61 mg, 95%) was prepared from 2-(benzo[1,2,5]thiadiazole-4-sulfonylamino)-4-bromobenzoic acid and (S)-3,4-dichlorophenylalanine methyl ester hydrochloride as in Example 1, Part C. 1H NMR (400 MHz, CDCl3): 11.43 (br s, 1H), 8.38 (dd, J=7.0, 1.0, 1H), 8.23 (dd, J=8.8, 1.0, 1H), 7.90 (t, J=1.0, 1H), 7.73 (dd, J=8.8, 7.0, 1H), 7.35 (d, J=8.2, 1H), 7.14 (d,... Reaction SMILES: C[N:2]1C=CC(C(=O)C)=N1.Cl.FC1C=CC=CC=1CNN.C([O:24][C:25]1[C:30]([F:31])=[CH:29]C=[C:27]([C:32]2[CH:36]=[C:35]([C:37]3[CH:41]=[CH:40][O:39][N:38]=3)[N:34]([CH2:42][C:43]3[CH:48]=[CH:47][CH:46]=[CH:45][C:44]=3[F:49])[N:33]=2)[N:26]=1)(=O)C.C(OC(=O)C(F)=C[O-])C.[Na+]>N1C=CC=N1.C(O)C>[F:31][C:30]1[C:25]([OH:24])=[N:26][C:27]([C:32]2[CH:36]=[C:35]([C:37]3[CH:41]=[CH:40][O:39][N:38]=3)[N:34]([CH2:42][C:43]3[CH:48]=[CH:47][CH:46]=[CH:45][C:44]=3[F:49])[N:33]=2)=[N:2][CH:29]=1 |f:1.2,4.5|. Yields the product FC=1C(=NC(=NC1)C1=NN(C(=C1)C1=NOC=C1)CC1=C(C=CC=C1)F)O (5-fluoro-2-(1-(2-fluorobenzyl)-5-(isoxazol-3-yl)-1H-pyrazol-3-yl)pyrimidin-4-ol). The reactants are amidine, C(C)OC(C(=C[O-])F)=O.[Na+] (sodium 3-ethoxy-2-fluoro-3-oxoprop-1-en-1-olate), CN1N=C(C=C1)C(C)=O (1-(1-methyl-1H-pyrazol-3-yl)ethanone), amidine, Cl.FC1=C(CNN)C=CC=C1 ((2-fluorobenzyl)hydrazine hydrochloride), C(C)(=O)OC1=NC(=CC=C1F)C1=NN(C(=C1)C1=NOC=C1)CC1=C(C=CC=C1)F (3-fluoro-6-(1-(2-fluorobenzyl)-5-(isoxazol-3-yl)-1H-pyrazol-3-yl)pyridin-2-yl acetate). The solvent is C(C)O (ethanol), N1N=CC=C1 (pyrazole). Reported procedure: This compound was generated exploiting General Procedure A-I from 1-(1-methyl-1H-pyrazol-3-yl)ethanone (1.67 g, 13.45 mmol) in the initial Claisen condensation, and using (2-fluorobenzyl)hydrazine hydrochloride (2.38 g, 13.45 mmol) in the pyrazole formation step (72%, two steps). The ester was then carried on to the corresponding amidine, again, as outlined in General Procedure A-I. The amidine (213 mg, 0.714 mmol) was cyclized via treatment with sodium 3-ethoxy-2-fluoro-3-oxoprop-1-en-1-olate (...